From a dataset of the Open Reaction Database (ORD), a public repository of structured organic reaction records. describe an organic reaction: reactants, conditions, products, and yield Starting materials: CC(C)(C)C(=O)C(N)=O, Cc1ccccc1, O, CC(N)c1ccccc1. Product: CC(N=C(C(N)=O)C(C)(C)C)c1ccccc1. As a reaction SMILES: [CH3:1][C:2]([C:3]([C:4](=[O:5])[NH2:6])=[O:7])([CH3:8])[CH3:9].[CH3:20][c:21]1[cH:22][cH:23][cH:24][cH:25][cH:26]1.[OH2:19].[c:10]1([CH:16]([CH3:17])[NH2:18])[cH:11][cH:12][cH:13][cH:14][cH:15]1>>[CH3:1][C:2]([C:3]([C:4](=[O:5])[NH2:6])=[N:18][CH:16]([c:10]1[cH:11][cH:12][cH:13][cH:14][cH:15]1)[CH3:17])([CH3:8])[CH3:9]. Starting materials: CCN=C=NCCCN(C)C, CC#N, CCN(C(C)C)C(C)C, CC(C)(C(=O)O)C(c1ccccc1)c1ccc(Cl)nc1, Cl, On1nnc2ccccc21, Nc1nncs1. Product: CC(C)(C(=O)Nc1nncs1)C(c1ccccc1)c1ccc(Cl)nc1. RXN SMILES: [CH3:22][N:23]([CH3:24])[CH2:25][CH2:26][CH2:27][N:28]=[C:29]=[N:30][CH2:31][CH3:32].[CH3:58][C:59]#[N:60].[CH:49]([N:50]([CH:51]([CH3:52])[CH3:53])[CH2:54][CH3:55])([CH3:56])[CH3:57].[Cl:1][c:2]1[cH:3][cH:4][c:5]([CH:8]([C:9]([C:10](=[O:11])[OH:12])([CH3:13])[CH3:14])[c:15]2[cH:16][cH:17][cH:18][cH:19][cH:20]2)[cH:6][n:7]1.[ClH:21].[OH:33][n:34]1[c:35]2[c:36]([cH:37][cH:38][cH:39][cH:40]2)[n:41][n:42]1.[s:43]1[c:44]([NH2:48])[n:45][n:46][cH:47]1>>[Cl:1][c:2]1[cH:3][cH:4][c:5]([CH:8]([C:9]([C:10](=[O:11])[NH:48][c:44]2[s:43][cH:47][n:46][n:45]2)([CH3:13])[CH3:14])[c:15]2[cH:16][cH:17][cH:18][cH:19][cH:20]2)[cH:6][n:7]1.